From a dataset of the Open Reaction Database (ORD), a public repository of structured organic reaction records. describe an organic reaction: reactants, conditions, products, and yield Reactants: C(CCC)OCCCC (dibutylether), C1(=CC=CC=C1)[Li] (phenyl lithium), C(C)OCC (diethyl ether), CC1=NC(=CN=C1)C (2,6-dimethylpyrazine). The solvent is O (Water). Run at time 24 hour. The product is CC=1C(=NC=C(N1)C)C1=CC=CC=C1 (3,5-dimethyl-2-phenylpyrazine). The yield is 16.0%. As a reaction SMILES: C(OCCCC)CCC.[C:10]1([Li])[CH:15]=[CH:14][CH:13]=[CH:12][CH:11]=1.C(OCC)C.[CH3:22][C:23]1[CH:28]=[N:27][CH:26]=[C:25]([CH3:29])[N:24]=1>O>[CH3:22][C:23]1[C:28]([C:10]2[CH:15]=[CH:14][CH:13]=[CH:12][CH:11]=2)=[N:27][CH:26]=[C:25]([CH3:29])[N:24]=1. Procedure: First, in a nitrogen atmosphere, 50 mL of a dibutylether solution containing phenyl lithium (produced by Wako Pure Chemical Industries, Ltd, 2.1 mol/L) and 250 mL of diethyl ether were mixed. Then, 10.33 g of 2,6-dimethylpyrazine was added into this solution while the solution was being cooled with ice, and stirred at a room temperature for 24 hours. Water was added into this mixture and an organic layer was extracted with diethylether. The obtained organic layer was washed with water and dried ... The reactants are CSc1c(CC(=O)OCc2ccccc2)cc(C)c2c3ccccc3n(Cc3ccccc3)c12, CCO, Cl, [Na+], [OH-]. The product is CSc1c(CC(=O)O)cc(C)c2c3ccccc3n(Cc3ccccc3)c12. RXN SMILES: [CH2:3]([c:4]1[cH:5][cH:6][cH:7][cH:8][cH:9]1)[n:10]1[c:11]2[cH:12][cH:13][cH:14][cH:15][c:16]2[c:17]2[c:18]([CH3:36])[cH:19][c:20]([CH2:25][C:26](=[O:27])[O:28][CH2:29][c:30]3[cH:31][cH:32][cH:33][cH:34][cH:35]3)[c:21]([S:23][CH3:24])[c:22]12.[CH3:38][CH2:39][OH:40].[ClH:37].[Na+:2].[OH-:1]>>[CH2:3]([c:4]1[cH:5][cH:6][cH:7][cH:8][cH:9]1)[n:10]1[c:11]2[cH:12][cH:13][cH:14][cH:15][c:16]2[c:17]2[c:18]([CH3:36])[cH:19][c:20]([CH2:25][C:26](=[O:27])[OH:28])[c:21]([S:23][CH3:24])[c:22]12. Starting materials: CC(C)[N-]C(C)C, CCOC(=O)CP(=O)(OCC)OCC, CC(=O)O, N#Cc1ccc2c(c1)COC2(C=O)c1ccc(F)cc1, [Li+]. Product: CCOC(=O)CCC1(c2ccc(F)cc2)OCc2cc(C#N)ccc21. As a reaction SMILES: [CH3:16][CH:17]([N-:18][CH:19]([CH3:20])[CH3:21])[CH3:22].[CH3:1][CH2:2][O:3][C:4](=[O:5])[CH2:6][P:7]([O:8][CH2:9][CH3:10])([O:11][CH2:12][CH3:13])=[O:14].[CH3:43][C:44](=[O:45])[OH:46].[F:23][c:24]1[cH:25][cH:26][c:27]([C:30]2([CH:41]=[O:42])[O:31][CH2:32][c:33]3[cH:34][c:35]([C:39]#[N:40])[cH:36][cH:37][c:38]32)[cH:28][cH:29]1.[Li+:15]>>[CH3:1][CH2:2][O:3][C:4](=[O:5])[CH2:6][CH2:41][C:30]1([c:27]2[cH:26][cH:25][c:24]([F:23])[cH:29][cH:28]2)[O:31][CH2:32][c:33]2[cH:34][c:35]([C:39]#[N:40])[cH:36][cH:37][c:38]21. The reactants are ClCCl, CC(C)(C)OC(=O)Cn1c(=O)n(C2CCSCC2)c2ccccc21. Yields the product O=C(O)Cn1c(=O)n(C2CCSCC2)c2ccccc21. As a reaction SMILES: [Cl:25][CH2:26][Cl:27].[O:1]=[c:2]1[n:3]([CH:19]2[CH2:20][CH2:21][S:22][CH2:23][CH2:24]2)[c:4]2[c:5]([n:6]1[CH2:7][C:8](=[O:9])[O:10][C:11]([CH3:12])([CH3:13])[CH3:14])[cH:15][cH:16][cH:17][cH:18]2>>[O:1]=[c:2]1[n:3]([CH:19]2[CH2:20][CH2:21][S:22][CH2:23][CH2:24]2)[c:4]2[c:5]([n:6]1[CH2:7][C:8](=[O:9])[OH:10])[cH:15][cH:16][cH:17][cH:18]2. Starting materials: N1=NN(C2=NC=CC=C21)OC(=O)C2=C(NC(=C2C)\C=C\2/C(NC1=CC=C(C=C21)S(=O)(=O)CC2=C(C=CC=C2Cl)Cl)=O)C (5-[5-(2,6-dichloro-phenylmethanesulfonyl)-2-oxo-1,2-dihydro-indol-(3Z)-ylidenemethyl]-2,4-dimethyl-1H-pyrrole-3-carboxylic acid [1,2,3]triazolo[4,5-b]pyridin-3-yl ester), N1=CC=C(C=C1)CCN (2-pyridin-4-yl-ethylamine). The solvent is CC(=O)N(C)C (DMA). Conditions: time 18 hour. Product: N1=CC=C(C=C1)CCNC(=O)C1=C(NC(=C1C)\C=C\1/C(NC2=CC=C(C=C12)S(=O)(=O)CC1=C(C=CC=C1Cl)Cl)=O)C (5-[5-(2,6-Dichloro-phenylmethanesulfonyl)-2-oxo-1,2-dihydro-indol-(3Z)-ylidenemethyl]-2,4-dimethyl-1H-pyrrole-3-carboxylic acid (2-Pyridin-4-yl-ethyl)-amide). RXN SMILES: N1C2C(=NC=CC=2)N([O:10][C:11]([C:13]2[C:17]([CH3:18])=[C:16](/[CH:19]=[C:20]3\[C:21](=[O:41])[NH:22][C:23]4[C:28]\3=[CH:27][C:26]([S:29]([CH2:32][C:33]3[C:38]([Cl:39])=[CH:37][CH:36]=[CH:35][C:34]=3[Cl:40])(=[O:31])=[O:30])=[CH:25][CH:24]=4)[NH:15][C:14]=2[CH3:42])=O)N=1.[N:43]1[CH:48]=[CH:47][C:46]([CH2:49][CH2:50][NH2:51])=[CH:45][CH:44]=1>CC(N(C)C)=O>[N:43]1[CH:48]=[CH:47][C:46]([CH2:49][CH2:50][NH:51][C:11]([C:13]2[C:17]([CH3:18])=[C:16](/[CH:19]=[C:20]3\[C:21](=[O:41])[NH:22][C:23]4[C:28]\3=[CH:27][C:26]([S:29]([CH2:32][C:33]3[C:38]([Cl:39])=[CH:37][CH:36]=[CH:35][C:34]=3[Cl:40])(=[O:31])=[O:30])=[CH:25][CH:24]=4)[NH:15][C:14]=2[CH3:42])=[O:10])=[CH:45][CH:44]=1. Procedure: To a solution of 5-[5-(2,6-dichloro-phenylmethanesulfonyl)-2-oxo-1,2-dihydro-indol-(3Z)-ylidenemethyl]-2,4-dimethyl-1H-pyrrole-3-carboxylic acid [1,2,3]triazolo[4,5-b]pyridin-3-yl ester (100 mg, 0.162 mmol) in DMA (2 mL) was added 2-pyridin-4-yl-ethylamine (39 mg, 2 eq.). The mixture was stirred at rt for 18 hours. The reaction was concentrated, diluted with DCM, washed with sat. NaHCO3 and water, concentrated and triturated with ethanol to give the titled compound as a yellow solid. Starting materials: 1-trifluoromethylheptyl ester, C(C1=CC=CC=C1)OC1=CC=C(C(=O)O)C=C1 (p-benzyloxybenzoic acid). The reagents and catalysts are [Pd] (Pd/C). Run in C(C)O (ethanol). The product is 1-trifluoromethylheptyl ester, OC1=CC=C(C(=O)O)C=C1 (p-hydroxybenzoic acid). Reaction SMILES: C([O:8][C:9]1[CH:17]=[CH:16][C:12]([C:13]([OH:15])=[O:14])=[CH:11][CH:10]=1)C1C=CC=CC=1>[Pd].C(O)C>[OH:8][C:9]1[CH:17]=[CH:16][C:12]([C:13]([OH:15])=[O:14])=[CH:11][CH:10]=1. Procedure details: 2.50 g of optically active 1-trifluoromethylheptyl ester of p-benzyloxybenzoic acid was dissolved into 50 ml of ethanol, and then hydrogenolyzed under an atmosphere of hydrogen using 0.5 g of 5% Pd/C (palladium/carbon). After separating Pd/C by filtration, ethanol was distilled off to obtain 1.73 g of optically active 1-trifluoromethylheptyl ester of p-hydroxybenzoic acid. Reactants: C(C)(=O)C1=C(C(=C(OCCCOC=2C=C(C=CC2C#N)[N+](=O)[O-])C=C1)CCC)O (3-[3-(4-acetyl-3-hydroxy-2-n-propylphenoxy)-propyloxy]-4-cyano-nitrobenzene), C(C)(=O)C1=C(C(=C(OCCCOC=2C=C(C=CC2)[N+](=O)[O-])C=C1)CCC)O (3-[3-(4-acetyl-3-hydroxy-2-n-propylphenoxy)-propoxy]-nitrobenzene). The product is C(C)(=O)C1=C(C(=C(OCCCOC=2C=C(N)C=CC2)C=C1)CCC)O (3-[3-(4-acetyl-3-hydroxy-2-n-propylphenoxy)-propoxy]-aniline), ether petroleum ether, C(C)(=O)C1=C(C(=C(OCCCOC=2C=C(N)C=CC2C#N)C=C1)CCC)O (3-[3-(4-acetyl-3-hydroxy-2-n-propylphenoxy)-propyloxy]-4-cyano-aniline). As a reaction SMILES: [C:1]([C:4]1[CH:23]=[CH:22][C:7]([O:8][CH2:9][CH2:10][CH2:11][O:12][C:13]2[CH:14]=[C:15]([N+:19]([O-])=O)[CH:16]=[CH:17][CH:18]=2)=[C:6]([CH2:24][CH2:25][CH3:26])[C:5]=1[OH:27])(=[O:3])[CH3:2].[C:28]([C:31]1[CH:52]=[CH:51][C:34]([O:35][CH2:36][CH2:37][CH2:38][O:39][C:40]2[CH:41]=[C:42]([N+:48]([O-])=O)[CH:43]=[CH:44][C:45]=2[C:46]#[N:47])=[C:33]([CH2:53][CH2:54][CH3:55])[C:32]=1[OH:56])(=[O:30])[CH3:29]>>[C:1]([C:4]1[CH:23]=[CH:22][C:7]([O:8][CH2:9][CH2:10][CH2:11][O:12][C:13]2[CH:14]=[C:15]([CH:16]=[CH:17][CH:18]=2)[NH2:19])=[C:6]([CH2:24][CH2:25][CH3:26])[C:5]=1[OH:27])(=[O:3])[CH3:2].[C:28]([C:31]1[CH:52]=[CH:51][C:34]([O:35][CH2:36][CH2:37][CH2:38][O:39][C:40]2[CH:41]=[C:42]([CH:43]=[CH:44][C:45]=2[C:46]#[N:47])[NH2:48])=[C:33]([CH2:53][CH2:54][CH3:55])[C:32]=1[OH:56])(=[O:30])[CH3:29]. Procedure: In analogous manner, starting from 3-[3-(4-acetyl-3-hydroxy-2-n-propylphenoxy)-propoxy]-nitrobenzene and from 3-[3-(4-acetyl-3-hydroxy-2-n-propylphenoxy)-propyloxy]-4-cyano-nitrobenzene, there are obtained 3-[3-(4-acetyl-3-hydroxy-2-n-propylphenoxy)-propoxy]-aniline having a melting point of 76°-77° (ether/petroleum ether) and 3-[3-(4-acetyl-3-hydroxy-2-n-propylphenoxy)-propyloxy]-4-cyano-aniline. Reactants: NC=1N=CC(=NC1C1=NC2=C(N1)C=C(C=C2)C)C=2CCN(CC2)C(=O)OC(C)(C)C (Tert-butyl 4-[5-amino-6-(6-methyl-1H-benzimidazol-2-yl)pyrazin-2-yl]-3,6-dihydro-2H-pyridine-1-carboxylate), C(=O)(C(F)(F)F)O (TFA). Solvent: C(Cl)Cl (DCM). Yields the product CC=1C=CC2=C(NC(=N2)C=2C(=NC=C(N2)C=2CCNCC2)N)C1 (3-(6-methyl-1H-benzo[d]imidazol-2-yl)-5-(1,2,3,6-tetrahydropyridin-4-yl)pyrazin-2-amine). RXN SMILES: [NH2:1][C:2]1[N:3]=[CH:4][C:5]([C:18]2[CH2:19][CH2:20][N:21](C(OC(C)(C)C)=O)[CH2:22][CH:23]=2)=[N:6][C:7]=1[C:8]1[NH:12][C:11]2[CH:13]=[C:14]([CH3:17])[CH:15]=[CH:16][C:10]=2[N:9]=1.C(O)(C(F)(F)F)=O>C(Cl)Cl>[CH3:17][C:14]1[CH:15]=[CH:16][C:10]2[N:9]=[C:8]([C:7]3[C:2]([NH2:1])=[N:3][CH:4]=[C:5]([C:18]4[CH2:19][CH2:20][NH:21][CH2:22][CH:23]=4)[N:6]=3)[NH:12][C:11]=2[CH:13]=1. Reported procedure: Tert-butyl 4-[5-amino-6-(6-methyl-1H-benzimidazol-2-yl)pyrazin-2-yl]-3,6-dihydro-2H-pyridine-1-carboxylate (620 mg, 1.525 mmol) was stirred in DCM (20 mL) with TFA (4 mL) for 2 hours. The solvent was removed in vacuo and the residue taken up in EtOAc and washed with saturated aqueous Na2CO3. DCM was added and the resultant solid was collected by filtration and taken through to the next stage. MS (ES+) 307 Starting materials: O=C(Cl)c1ccccc1, CC#N, CCOC(=O)CCCCC(N)c1ccc2ccccc2c1, [Na+], [OH-]. Yields the product CCOC(=O)CCCCC(NC(=O)c1ccccc1)c1ccc2ccccc2c1. RXN SMILES: [C:24]([c:25]1[cH:26][cH:27][cH:28][cH:29][cH:30]1)(=[O:31])[Cl:32].[CH3:33][C:34]#[N:35].[NH2:1][CH:2]([CH2:3][CH2:4][CH2:5][CH2:6][C:7](=[O:8])[O:9][CH2:10][CH3:11])[c:12]1[cH:13][c:14]2[cH:15][cH:16][cH:17][cH:18][c:19]2[cH:20][cH:21]1.[Na+:23].[OH-:22]>>[NH:1]([CH:2]([CH2:3][CH2:4][CH2:5][CH2:6][C:7](=[O:8])[O:9][CH2:10][CH3:11])[c:12]1[cH:13][c:14]2[cH:15][cH:16][cH:17][cH:18][c:19]2[cH:20][cH:21]1)[C:24]([c:25]1[cH:26][cH:27][cH:28][cH:29][cH:30]1)=[O:31]. The reactants are CC(=CC1=CC(=CC=C1)[N+](=O)[O-])C (1-(2-methyl-1-propenyl)-3-nitrobenzene). The reagents and catalysts are [Pd] (palladium on activated carbon). Solvent: CO (methanol), Cl (hydrochloric acid). Reaction conditions: temperature 25 celsius, time 3 hour. Yields the product C(C(C)C)C=1C=C(C=CC1)N (3-isobutylphenylamine). The yield is 103.4%. Reaction SMILES: [CH3:1][C:2]([CH3:13])=[CH:3][C:4]1[CH:9]=[CH:8][CH:7]=[C:6]([N+:10]([O-])=O)[CH:5]=1>CO.Cl.[Pd]>[CH2:3]([C:4]1[CH:5]=[C:6]([NH2:10])[CH:7]=[CH:8][CH:9]=1)[CH:2]([CH3:13])[CH3:1]. Procedure details: To a solution of 1-(2-methyl-1-propenyl)-3-nitrobenzene (4.57 g) in a mixture of methanol (50 ml) and 6N hydrochloric acid (14 ml) was added 10% palladium on activated carbon (1 g), and the mixture was stirred under hydrogen atmosphere (3 atm) at 25° C. for 3 hours. The catalyst was filtered off, and the filtrate was evaporated. The residue was poured into a mixture of ethyl acetate and aqueous sodium bicarbonate. The organic layer was separated, washed with water and brine, and dried over magne...